From a dataset of the Open Reaction Database (ORD), a public repository of structured organic reaction records. describe an organic reaction: reactants, conditions, products, and yield The reactants are CC=1C=CC(=NC1)S(=O)(=O)NC1=NC(=NC(=C1OC1=C(C=CC=C1)OC)OCCN)C1=CC=NC=C1 (5-methyl-N-[6-(2-aminoethoxy)-5-(o-methoxyphenoxy)-2-(4-pyridyl)-4-pyrimidinyl]-2-pyridine sulfonamide), C(C)S(=O)(=O)Cl (ethanesulfonylchloride). The product is CC=1C=CC(=NC1)S(=O)(=O)NC1=NC(=NC(=C1OC1=C(C=CC=C1)OC)OCCNS(=O)(=O)CC)C1=CC=NC=C1 (5-methyl-N-[6-(2-(ethanesulfonylamino)-ethoxy)-5-(o-methoxyphenoxy)-2-(4-pyridyl)-4-pyrimidinyl]-2-pyridine sulfonamide). RXN SMILES: [CH3:1][C:2]1[CH:3]=[CH:4][C:5]([S:8]([NH:11][C:12]2[C:17]([O:18][C:19]3[CH:24]=[CH:23][CH:22]=[CH:21][C:20]=3[O:25][CH3:26])=[C:16]([O:27][CH2:28][CH2:29][NH2:30])[N:15]=[C:14]([C:31]3[CH:36]=[CH:35][N:34]=[CH:33][CH:32]=3)[N:13]=2)(=[O:10])=[O:9])=[N:6][CH:7]=1.[CH2:37]([S:39](Cl)(=[O:41])=[O:40])[CH3:38]>>[CH3:1][C:2]1[CH:3]=[CH:4][C:5]([S:8]([NH:11][C:12]2[C:17]([O:18][C:19]3[CH:24]=[CH:23][CH:22]=[CH:21][C:20]=3[O:25][CH3:26])=[C:16]([O:27][CH2:28][CH2:29][NH:30][S:39]([CH2:37][CH3:38])(=[O:41])=[O:40])[N:15]=[C:14]([C:31]3[CH:32]=[CH:33][N:34]=[CH:35][CH:36]=3)[N:13]=2)(=[O:10])=[O:9])=[N:6][CH:7]=1. Reported procedure: According to the procedure described in Example 4a) 107 mg 5-methyl-N-[6-(2-aminoethoxy)-5-(o-methoxyphenoxy)-2-(4-pyridyl)-4-pyrimidinyl]-2-pyridine sulfonamide was reacted with ethanesulfonylchloride to give 100 mg 5-methyl-N-[6-(2-(ethanesulfonylamino)-ethoxy)-5-(o-methoxyphenoxy)-2-(4-pyridyl)-4-pyrimidinyl]-2-pyridine sulfonamide. LC-MS: tR=3.89 min, [M+1]+=601.50, [M−1]−=599.53. The reactants are CCCN(C)C(=O)c1cc(C(=O)OCC)cc(C(=O)OCC)c1, CCO, Cl, [Na+], [OH-]. Yields the product CCCN(C)C(=O)c1cc(C(=O)O)cc(C(=O)OCC)c1. RXN SMILES: [CH2:1]([CH3:2])[O:3][C:4]([c:5]1[cH:6][c:7]([C:8](=[O:9])[O:10][CH2:11][CH3:12])[cH:13][c:14]([C:16]([N:17]([CH2:18][CH2:19][CH3:20])[CH3:21])=[O:22])[cH:15]1)=[O:23].[CH3:27][CH2:28][OH:29].[ClH:26].[Na+:25].[OH-:24]>>[CH2:1]([CH3:2])[O:3][C:4]([c:5]1[cH:6][c:7]([C:8](=[O:9])[OH:10])[cH:13][c:14]([C:16]([N:17]([CH2:18][CH2:19][CH3:20])[CH3:21])=[O:22])[cH:15]1)=[O:23]. Product: C(C)(C)(C)OC(=O)N1CCN(CCC1)C1=NC2=C(N1CCN1N=NN=C1)C=CC=C2 (1-(t-butoxycarbonyl)-4-(1-(2-(1H-tetrazol-1-yl)ethyl)-1H-benzimidazol-2-yl)[1,4]diazepane). Reactants: CCOC(=O)/N=N/C(=O)OCC (diethylazodicarboxylate), C(C)(C)(C)OC(=O)N1CCN(CCC1)C1=NC2=C(N1CCO)C=CC=C2 (1-(t-butoxycarbonyl)-4-(1-(2-hydroxyethyl)-1H-benzimidazol-2-yl)[1,4]diazepane), C1(=CC=CC=C1)P(C1=CC=CC=C1)C1=CC=CC=C1 (triphenylphosphine), N1N=NN=C1 (tetrazole). Procedure details: Combine 1-(t-butoxycarbonyl)-4-(1-(2-hydroxyethyl)-1H-benzimidazol-2-yl)[1,4]diazepane (1.0 g, 2.77 mmol), triphenylphosphine (0.73 g, 2.78 mmol), and tetrazole (0.24 g, 3.38 mmol) in tetrahydrofuran (25 mL). Add a solution of diethylazodicarboxylate (0.59 g, 3.38 mmol) in tetrahydrofuran (1 mL). After 12 hours, concentrate in vacuo to give a residue. Chromatograph the residue on silica gel eluting with 1/1 ethyl acetate/hexane to give 1-(t-butoxycarbonyl)-4-(1-(2-(1H-tetrazol-1-yl)ethyl)-1H-ben... Reaction conditions: time 12 hour. Reaction SMILES: [C:1]([O:5][C:6]([N:8]1[CH2:14][CH2:13][CH2:12][N:11]([C:15]2[N:19]([CH2:20][CH2:21]O)[C:18]3[CH:23]=[CH:24][CH:25]=[CH:26][C:17]=3[N:16]=2)[CH2:10][CH2:9]1)=[O:7])([CH3:4])([CH3:3])[CH3:2].C1(P(C2C=CC=CC=2)C2C=CC=CC=2)C=CC=CC=1.[NH:46]1[CH:50]=[N:49][N:48]=[N:47]1.CCOC(/N=N/C(OCC)=O)=O>O1CCCC1.C(OCC)(=O)C.CCCCCC>[C:1]([O:5][C:6]([N:8]1[CH2:14][CH2:13][CH2:12][N:11]([C:15]2[N:19]([CH2:20][CH2:21][N:46]3[CH:50]=[N:49][N:48]=[N:47]3)[C:18]3[CH:23]=[CH:24][CH:25]=[CH:26][C:17]=3[N:16]=2)[CH2:10][CH2:9]1)=[O:7])([CH3:4])([CH3:2])[CH3:3] |f:5.6|. Solvent: O1CCCC1 (tetrahydrofuran), O1CCCC1 (tetrahydrofuran), C(C)(=O)OCC.CCCCCC (ethyl acetate hexane). Starting materials: O=C(C1CC1c1ccccc1)N1CCC(CNc2ncc(Br)cn2)CC1, CCNCC, C#C[Si](C)(C)C, CS(C)=O, CCOC(C)=O, I[Cu]I, c1ccc(P(c2ccccc2)(c2ccccc2)[Pd](P(c2ccccc2)(c2ccccc2)c2ccccc2)(P(c2ccccc2)(c2ccccc2)c2ccccc2)P(c2ccccc2)(c2ccccc2)c2ccccc2)cc1. Product: C[Si](C)(C)C#Cc1cnc(NCC2CCN(C(=O)C3CC3c3ccccc3)CC2)nc1. RXN SMILES: [Br:1][c:2]1[cH:3][n:4][c:5]([NH:8][CH2:9][CH:10]2[CH2:11][CH2:12][N:13]([C:16](=[O:17])[CH:18]3[CH:19]([c:21]4[cH:22][cH:23][cH:24][cH:25][cH:26]4)[CH2:20]3)[CH2:14][CH2:15]2)[n:6][cH:7]1.[CH2:37]([NH:38][CH2:39][CH3:40])[CH3:41].[CH3:27][Si:28]([CH3:29])([CH3:30])[C:31]#[CH:32].[CH3:33][S:34]([CH3:35])=[O:36].[CH3:42][CH2:43][O:44][C:45](=[O:46])[CH3:47].[Cu:125]([I:126])[I:127].[cH:48]1[cH:49][cH:50][c:51]([P:52]([Pd:53]([P:54]([c:55]2[cH:56][cH:57][cH:58][cH:59][cH:60]2)([c:61]2[cH:62][cH:63][cH:64][cH:65][cH:66]2)[c:67]2[cH:68][cH:69][cH:70][cH:71][cH:72]2)([P:73]([c:74]2[cH:75][cH:76][cH:77][cH:78][cH:79]2)([c:80]2[cH:81][cH:82][cH:83][cH:84][cH:85]2)[c:86]2[cH:87][cH:88][cH:89][cH:90][cH:91]2)[P:92]([c:93]2[cH:94][cH:95][cH:96][cH:97][cH:98]2)([c:99]2[cH:100][cH:101][cH:102][cH:103][cH:104]2)[c:105]2[cH:106][cH:107][cH:108][cH:109][cH:110]2)([c:111]2[cH:112][cH:113][cH:114][cH:115][cH:116]2)[c:117]2[cH:118][cH:119][cH:120][cH:121][cH:122]2)[cH:123][cH:124]1>>[c:2]1([C:32]#[C:31][Si:28]([CH3:27])([CH3:29])[CH3:30])[cH:3][n:4][c:5]([NH:8][CH2:9][CH:10]2[CH2:11][CH2:12][N:13]([C:16](=[O:17])[CH:18]3[CH:19]([c:21]4[cH:22][cH:23][cH:24][cH:25][cH:26]4)[CH2:20]3)[CH2:14][CH2:15]2)[n:6][cH:7]1.